From a dataset of the Open Reaction Database (ORD), a public repository of structured organic reaction records. describe an organic reaction: reactants, conditions, products, and yield Starting materials: ClCCl, CNC1=Nc2ccsc2C(c2ccccc2)=NC1, O=NCl, O, c1ccncc1. Yields the product O=NCNC1=Nc2ccsc2C(c2ccccc2)=NC1. RXN SMILES: [CH2:22]([Cl:23])[Cl:24].[CH3:4][NH:5][C:6]1=[N:12][c:11]2[c:10]([s:15][cH:14][cH:13]2)[C:9]([c:16]2[cH:17][cH:18][cH:19][cH:20][cH:21]2)=[N:8][CH2:7]1.[N:1](=[O:2])[Cl:3].[OH2:31].[cH:25]1[cH:26][cH:27][n:28][cH:29][cH:30]1>>[N:1](=[O:2])[CH2:4][NH:5][C:6]1=[N:12][c:11]2[c:10]([s:15][cH:14][cH:13]2)[C:9]([c:16]2[cH:17][cH:18][cH:19][cH:20][cH:21]2)=[N:8][CH2:7]1. Starting materials: C(C)(C)(C)OC(=O)[C@@]12CN(C[C@H]2C(CC1)(F)F)[C@H](C)C1=CC=CC=C1 ({(1S,5S)-6,6-Difluoro-3-[(1R)-1-phenylethyl]-3-azabicyclo[3,3,0]octan-1-yl}carboxylic acid tert-butyl ester), C(C1=CC=CC=C1)OC(=O)Cl (Benzyloxycarbonyl chloride). The solvent is ClCCl (dichloromethane). Conditions: temperature 40 celsius, time 17 hour. Product: C(C)(C)(C)OC(=O)[C@@]12CN(C[C@H]2C(CC1)(F)F)C(=O)OCC1=CC=CC=C1 ({(1S,5S)-3-Benzyloxycarbonyl-6,6-difluoro-3-azabicyclo[3,3,0]octan-1-yl}carboxylic acid tert-butyl ester). Yield: 84.4%. As a reaction SMILES: [C:1]([O:5][C:6]([C@@:8]12[CH2:15][CH2:14][C:13]([F:17])([F:16])[C@@H:12]1[CH2:11][N:10]([C@@H](C1C=CC=CC=1)C)[CH2:9]2)=[O:7])([CH3:4])([CH3:3])[CH3:2].[CH2:26]([O:33][C:34](Cl)=[O:35])[C:27]1[CH:32]=[CH:31][CH:30]=[CH:29][CH:28]=1>ClCCl>[C:1]([O:5][C:6]([C@@:8]12[CH2:15][CH2:14][C:13]([F:16])([F:17])[C@@H:12]1[CH2:11][N:10]([C:34]([O:33][CH2:26][C:27]1[CH:32]=[CH:31][CH:30]=[CH:29][CH:28]=1)=[O:35])[CH2:9]2)=[O:7])([CH3:4])([CH3:3])[CH3:2]. Reported procedure: {(1S,5S)-6,6-Difluoro-3-[(1R)-1-phenylethyl]-3-azabicyclo[3,3,0]octan-1-yl}carboxylic acid tert-butyl ester (370.0 mg, 1.05 mmol) was dissolved in dichloromethane (3 mL). Benzyloxycarbonyl chloride (898 mg, 5.26 mmol) was added, and the mixture was stirred at 40° C. for 17 hours. The reaction solution was concentrated under reduced pressure, and the residue was purified by silica gel column chromatography (20% ethyl acetate/hexane) to give 338 mg of the title compound as a colorless oil.